This data is from the Open Reaction Database (ORD), a public repository of structured organic reaction records. The task is: describe an organic reaction: reactants, conditions, products, and yield The reactants are Br (hydrobromic acid), OCCC1=CC=CC2=CC=CC=C12 (1-(2-hydroxyethyl)naphthalene). Run in O (water). Yields the product BrCCC1=CC=CC2=CC=CC=C12 (1-(2-bromoethyl)-naphthalene). As a reaction SMILES: [BrH:1].O[CH2:3][CH2:4][C:5]1[C:14]2[C:9](=[CH:10][CH:11]=[CH:12][CH:13]=2)[CH:8]=[CH:7][CH:6]=1>O>[Br:1][CH2:3][CH2:4][C:5]1[C:14]2[C:9](=[CH:10][CH:11]=[CH:12][CH:13]=2)[CH:8]=[CH:7][CH:6]=1. Procedure: A mixture of hydrobromic acid (50 ml, 46% w/v) and 1-(2-hydroxyethyl)naphthalene (10.0 g, 0.058 mol) was stirred and heated under reflux for 4 h. After cooling, the reaction mixture was diluted with water (150 ml), and the resulting precipitate was extracted with ether (3×150 ml). The ether extracts were combined and dried (MgSO4), when the ether was evaporated under reduced pressure, to afford 1-(2-bromoethyl)-naphthalene which was used without further purification. Reactants: ClCCl, NC(N)=O, NS(=O)(=O)O, O, O=C(O)c1ccc2[nH]nnc2c1. Product: N#Cc1ccc2[nH]nnc2c1. As a reaction SMILES: [Cl:23][CH2:24][Cl:25].[NH2:13][C:14](=[O:15])[NH2:16].[NH2:17][S:18](=[O:19])(=[O:20])[OH:21].[OH2:22].[nH:1]1[n:2][n:3][c:4]2[c:5]1[cH:6][cH:7][c:8]([C:10]([OH:11])=[O:12])[cH:9]2>>[nH:1]1[n:2][n:3][c:4]2[c:5]1[cH:6][cH:7][c:8]([C:10]#[N:13])[cH:9]2. The reactants are C(C)NC1=CC=CC=C1 (Ethyl-aniline), [OH-].[Na+] (NaOH), C(=O)(Cl)Cl (phosgene), C=O (formaldehyde), C(C)N(C1=CC=CC=C1)C (ethylmethylaniline), acid chloride. Solvent: O (water), C(C)(C)O (isopropyl alcohol). Conditions: temperature 120 celsius, time 1 hour. Product: CN(C1=CC=C(C(=O)C2=CC=C(C=C2)N(CC)C)C=C1)CC (4,4′-Bis(methylethylamino)benzophenone). RXN SMILES: [CH2:1]([NH:3][C:4]1[CH:9]=[CH:8][CH:7]=[CH:6][CH:5]=1)[CH3:2].[CH2:10]=O.[CH2:12]([N:14]([CH3:21])[C:15]1[CH:20]=[CH:19][CH:18]=[CH:17][CH:16]=1)[CH3:13].[C:22](Cl)(Cl)=[O:23].[OH-].[Na+]>C(O)(C)C.O>[CH3:10][N:3]([CH2:1][CH3:2])[C:4]1[CH:9]=[CH:8][C:7]([C:22]([C:18]2[CH:19]=[CH:20][C:15]([N:14]([CH3:21])[CH2:12][CH3:13])=[CH:16][CH:17]=2)=[O:23])=[CH:6][CH:5]=1 |f:4.5|. Procedure: Ethyl-aniline is methylated by reductive alkylation with formaldehyde using isopropyl alcohol as a solvent at 100° C. under 120 psi of H2. After the solvent is stripped the product ethylmethylaniline (NEMA) is purified by distillation at 120° C. at a pressure of 21 mm mercury (Hg). NEMA (80 g, 0.59 mol) is charged to a vessel fitted with a dry-ice condenser and is heated to 50 -60° C. Phosgene is transferred from a cylinder to a calibrated trap placed in dry-ice. After condensing 10 mL (14.3 g, ... The reactants are C(CC(C)C)(=O)[O-].[Na+] (sodium isovalerate), CC1=C(C=CC=C1)SCCC=O (3-(2-methylphenylthio)propanal), Cl (hydrochloric acid), C(CC(=O)C)(=O)OC (methyl acetoacetate), Cl (hydrochloric acid), [OH-].[Na+] (sodium hydroxide). The reagents and catalysts are [Br-].C(CCC)[N+](CCCC)(CCCC)CCCC (tetrabutylammonium bromide). Solvent: C1(=CC=CC=C1)C (toluene), O (water). Conditions: time 3 hour. The product is OC(CC(C)=O)CCSC1=C(C=CC=C1)C (4-hydroxy-6-(2-methylphenylthio)-2-hexanone). Yield: 62.1%. Reaction SMILES: C(OC)(=O)[CH2:2][C:3]([CH3:5])=[O:4].[OH-].[Na+].Cl.C([O-])(=O)CC(C)C.[Na+].[CH3:20][C:21]1[CH:26]=[CH:25][CH:24]=[CH:23][C:22]=1[S:27][CH2:28][CH2:29][CH:30]=[O:31]>O.[Br-].C([N+](CCCC)(CCCC)CCCC)CCC.C1(C)C=CC=CC=1>[OH:31][CH:30]([CH2:29][CH2:28][S:27][C:22]1[CH:23]=[CH:24][CH:25]=[CH:26][C:21]=1[CH3:20])[CH2:2][C:3](=[O:4])[CH3:5] |f:1.2,4.5,8.9|. Reported procedure: 9.86 Grams of methyl acetoacetate were dissolved in 15 ml of water, and 12.67 g of a 30% aqueous sodium hydroxide solution was added thereto by drops while cooling the mixture to 25° C. or less. After having been stirred at 30°-35° C. for 3 hours, the mixture was adjusted to pH 7.0 with a concentrated aqueous hydrochloric acid solution. Thereafter, 1.07 g of sodium isovalerate and 2.42 g of tetrabutylammonium bromide were added thereto. Then a concentrated aqueous hydrochloric acid solution was ... The reactants are C1(=CC=CS1)C(=O)CC#N (2-thenoylacetonitrile), CS(=O)C (DMSO), [N+](=O)(O)[O-].NC(=N)N (guanidine nitrate), [H-].[Na+] (sodium hydride), CI (methyl iodide). Solvent: C(=S)=S (carbon disulphide), C(C)N(CC)CC (triethylamine), CN(C)C=O (DMF). Product: NC1=NC(=C(C(=N1)SC)C#N)C=1SC=CC1 (2-Amino-4-(methylthio)-6-(2-thienyl)-pyrimidine-5-carbonitrile). RXN SMILES: [C:1]1([C:6]([CH2:8][C:9]#[N:10])=O)[S:5][CH:4]=[CH:3][CH:2]=1.[H-].[Na+].CI.[N+]([O-])(O)=O.[NH2:19][C:20]([NH2:22])=[NH:21].[CH3:23][S:24]([CH3:26])=O>CN(C=O)C.C(N(CC)CC)C.C(=S)=S>[NH2:21][C:20]1[N:22]=[C:23]([S:24][CH3:26])[C:8]([C:9]#[N:10])=[C:6]([C:1]2[S:5][CH:4]=[CH:3][CH:2]=2)[N:19]=1 |f:1.2,4.5|. Procedure: From 2-thenoylacetonitrile with sodium hydride, carbon disulphide and methyl iodide in DMSO. Then treatment with guanidine nitrate and triethylamine in DMF. EI-MS m/e (%): 248 (M+, 42), 247 ([M—H]+, 100). Reactants: BrC1=C(C=C(C=C1)O)C (4-bromo-3-methylphenol), C12(CC3CC(CC(C1)C3)C2)O (1-adamantanol), CS(=O)(=O)O (MeSO3H). Solvent: C(Cl)Cl (CH2Cl2), C(Cl)(Cl)Cl (CHCl3). Conditions: temperature 54 celsius. The product is C12(CC3CC(CC(C1)C3)C2)C2=C(C=C(C(=C2)Br)C)O (2-(1-adamantyl)-4-bromo-5-methylphenol). Yield: 84.3%. Reaction SMILES: [Br:1][C:2]1[CH:7]=[CH:6][C:5]([OH:8])=[CH:4][C:3]=1[CH3:9].[C:10]12(O)[CH2:19][CH:14]3[CH2:15][CH:16]([CH2:18][CH:12]([CH2:13]3)[CH2:11]1)[CH2:17]2.CS(O)(=O)=O>C(Cl)Cl.C(Cl)(Cl)Cl>[C:10]12([C:6]3[CH:7]=[C:2]([Br:1])[C:3]([CH3:9])=[CH:4][C:5]=3[OH:8])[CH2:19][CH:14]3[CH2:15][CH:16]([CH2:18][CH:12]([CH2:13]3)[CH2:11]1)[CH2:17]2. Procedure: A mixture of 4-bromo-3-methylphenol (4.68 g, 25 mmol), 1-adamantanol (3.81 g, 25 mmol), and MeSO3H (1.2 mL) in CH2Cl2 (18 mL) was stirred and heated at 54° C. (oil-bath) for 28.8 h. The resulting solution was diluted with CHCl3 (150 mL), washed with H2O, 5% NaHCO3, and brine and dried. The residue obtained on concentration was washed with hot hexane to give 6.77 g (85%) of 2-(1-adamantyl)-4-bromo-5-methylphenol as a white solid, mp 155-156° C. IR 3541, 2905, 2845, 1147 cm−1; 1H NMR δ (CDCl3) 1.7... The product is c1cc(C2CO2)c2occc2c1. Starting materials: C[S+](C)(C)=O, CS(C)=O, [H-], [I-], [Na+], O, O=Cc1cccc2ccoc12. As a reaction SMILES: [CH3:15][S+:16]([CH3:17])([CH3:18])=[O:19].[CH3:21][S:22]([CH3:23])=[O:24].[H-:12].[I-:14].[Na+:13].[OH2:20].[o:1]1[cH:2][cH:3][c:4]2[c:5]1[c:6]([CH:10]=[O:11])[cH:7][cH:8][cH:9]2>>[o:1]1[cH:2][cH:3][c:4]2[c:5]1[c:6]([CH:10]1[O:11][CH2:15]1)[cH:7][cH:8][cH:9]2. The product is CCc1cc(CCC2(C3CCCC3)CC(O)=C(Cc3nc4ncc(Cl)cn4n3)C(=O)O2)cc(CC)c1O. The reactants are CS(C)=O, CCc1cc(CCC2(C3CCCC3)CC(=O)CC(=O)O2)cc(CC)c1O, O=Cc1nc2ncc(Cl)cn2n1. Reaction SMILES: [CH3:39][S:40]([CH3:41])=[O:42].[CH:13]1([C:18]2([CH2:26][CH2:27][c:28]3[cH:29][c:30]([CH2:37][CH3:38])[c:31]([OH:36])[c:32]([CH2:34][CH3:35])[cH:33]3)[CH2:19][C:20](=[O:25])[CH2:21][C:22](=[O:24])[O:23]2)[CH2:14][CH2:15][CH2:16][CH2:17]1.[Cl:1][c:2]1[cH:3][n:4][c:5]2[n:6]([cH:7]1)[n:8][c:9]([CH:11]=[O:12])[n:10]2>>[Cl:1][c:2]1[cH:3][n:4][c:5]2[n:6]([cH:7]1)[n:8][c:9]([CH2:11][C:21]1=[C:20]([OH:25])[CH2:19][C:18]([CH:13]3[CH2:14][CH2:15][CH2:16][CH2:17]3)([CH2:26][CH2:27][c:28]3[cH:29][c:30]([CH2:37][CH3:38])[c:31]([OH:36])[c:32]([CH2:34][CH3:35])[cH:33]3)[O:23][C:22]1=[O:24])[n:10]2. The reactants are CCOC(=O)N=NC(=O)OCC, C1CCOC1, CC(C)(C)OC(=O)NC1CCC(O)CC1, c1ccc(P(c2ccccc2)c2ccccc2)cc1, Oc1ccncc1. Yields the product CC(C)(C)OC(=O)NC1CCC(Oc2ccncc2)CC1. As a reaction SMILES: [O:42]=[C:43]([O:44][CH2:45][CH3:46])[N:47]=[N:48][C:49]([O:50][CH2:51][CH3:52])=[O:53].[O:54]1[CH2:55][CH2:56][CH2:57][CH2:58]1.[OH:1][CH:2]1[CH2:3][CH2:4][CH:5]([NH:8][C:9]([O:10][C:11]([CH3:12])([CH3:13])[CH3:14])=[O:15])[CH2:6][CH2:7]1.[c:23]1([P:24]([c:25]2[cH:26][cH:27][cH:28][cH:29][cH:30]2)[c:31]2[cH:32][cH:33][cH:34][cH:35][cH:36]2)[cH:37][cH:38][cH:39][cH:40][cH:41]1.[n:16]1[cH:17][cH:18][c:19]([OH:22])[cH:20][cH:21]1>>[O:1]([CH:2]1[CH2:3][CH2:4][CH:5]([NH:8][C:9]([O:10][C:11]([CH3:12])([CH3:13])[CH3:14])=[O:15])[CH2:6][CH2:7]1)[c:19]1[cH:18][cH:17][n:16][cH:21][cH:20]1. The reactants are OC(CN1C=NC=C1)C1=CC2=CC=CC=C2C=C1 (1-[2-hydroxy-2-(2-naphthyl)ethyl]imidazole), C(C1=CC=CC=C1)(=O)Cl (benzoyl chloride). The solvent is N1=CC=CC=C1 (pyridine). Yields the product C(C1=CC=CC=C1)(=O)OC(CN1C=NC=C1)C1=CC2=CC=CC=C2C=C1 (1-[2-benzoyloxy-2(2-naphthyl)ethyl]imidazole). RXN SMILES: [OH:1][CH:2]([C:9]1[CH:18]=[CH:17][C:16]2[C:11](=[CH:12][CH:13]=[CH:14][CH:15]=2)[CH:10]=1)[CH2:3][N:4]1[CH:8]=[CH:7][N:6]=[CH:5]1.[C:19](Cl)(=[O:26])[C:20]1[CH:25]=[CH:24][CH:23]=[CH:22][CH:21]=1>N1C=CC=CC=1>[C:19]([O:1][CH:2]([C:9]1[CH:18]=[CH:17][C:16]2[C:11](=[CH:12][CH:13]=[CH:14][CH:15]=2)[CH:10]=1)[CH2:3][N:4]1[CH:8]=[CH:7][N:6]=[CH:5]1)(=[O:26])[C:20]1[CH:25]=[CH:24][CH:23]=[CH:22][CH:21]=1. Procedure: A solution of 1.19 g. 1-[2-hydroxy-2-(2-naphthyl)ethyl]imidazole in 20 ml. of pyridine is treated dropwise with stirring with 0.72 ml. of benzoyl chloride and the mixture stirred overnight. The resulting solution is poured into 100 ml. water, extracted with ethyl acetate and the extracts washed, dried (MgSO4) and evaporated in vacuo to remove residual pyridine and afford 1-[2-benzoyloxy-2(2-naphthyl)ethyl]imidazole. The residue is dissolved in ether, treated with ethereal hydrogen chloride and t...